Dataset: the Open Reaction Database (ORD), a public repository of structured organic reaction records. Task: describe an organic reaction: reactants, conditions, products, and yield The reactants are [OH-].[Na+] (sodium hydroxide), ICl (iodine monochloride), NC1=NC(=CC(=N1)N)C (2,4-diamino-6-methylpyrimidine). The solvent is C(C)(=O)O (acetic acid), C(C)(=O)O (acetic acid), O (water). Run at time 18 hour. Product: NC1=NC(=C(C(=N1)N)I)C (2,4-diamino-5-iodo-6-methylpyrimidine). The yield is 73.1%. Reaction SMILES: [NH2:1][C:2]1[N:7]=[C:6]([NH2:8])[CH:5]=[C:4]([CH3:9])[N:3]=1.[I:10]Cl.[OH-].[Na+]>C(O)(=O)C.O>[NH2:1][C:2]1[N:7]=[C:6]([NH2:8])[C:5]([I:10])=[C:4]([CH3:9])[N:3]=1 |f:2.3|. Procedure: A solution of 8.0 grams (0.064 mole) of 2,4-diamino-6-methylpyrimidine in 30 mL of glacial acetic acid is stirred, and a solution of 13.5 grams (0.083 mole) of iodine monochloride in 20 mL of glacial acetic acid is added dropwise during a 5 minute period. Upon completion of addition, the reaction mixture is stirred at ambient temperature for about 18 hours. After this time the reaction mixture is diluted with 100 mL of water and then is made basic with 10% aqueous sodium hydroxide. The mixture i... Reactants: CC(C)(C)N=C=S, CCO, [N-]=C=S, CCOC(=O)C(N)CCCCNC(=O)OCc1ccccc1. Product: CCOC(=O)C(CCCCNC(=O)OCc1ccccc1)NC(=S)NC(C)(C)C. As a reaction SMILES: [C:23]([CH3:24])([CH3:25])([CH3:26])[N:27]=[C:28]=[S:29].[CH3:33][CH2:34][OH:35].[N-:30]=[C:31]=[S:32].[NH2:1][CH:2]([C:3](=[O:4])[O:5][CH2:6][CH3:7])[CH2:8][CH2:9][CH2:10][CH2:11][NH:12][C:13](=[O:14])[O:15][CH2:16][c:17]1[cH:18][cH:19][cH:20][cH:21][cH:22]1>>[NH:1]([CH:2]([C:3](=[O:4])[O:5][CH2:6][CH3:7])[CH2:8][CH2:9][CH2:10][CH2:11][NH:12][C:13](=[O:14])[O:15][CH2:16][c:17]1[cH:18][cH:19][cH:20][cH:21][cH:22]1)[C:28]([NH:27][C:23]([CH3:24])([CH3:25])[CH3:26])=[S:29]. Reported procedure: 4-Amino-N-((1-(6-benzylaminohexyl)piperidin-4-yl)methyl)-5-chloro-2-methoxybenzamide (1.3 g) as starting compound, acetaldehyde (0.16 ml) and sodium cyanoborohydride (0.37 g) were reacted and treated in the same manner as in Example 136 to give 0.25 g of 4-amino-5-chloro-N-((1-(6-(N-ethyl-N-benzylamino)hexyl)piperidin-4-yl)methyl)-2-methoxybenzamide. As a reaction SMILES: [NH2:1][C:2]1[C:31]([Cl:32])=[CH:30][C:5]([C:6]([NH:8][CH2:9][CH:10]2[CH2:15][CH2:14][N:13]([CH2:16][CH2:17][CH2:18][CH2:19][CH2:20][CH2:21][NH:22][CH2:23][C:24]3[CH:29]=[CH:28][CH:27]=[CH:26][CH:25]=3)[CH2:12][CH2:11]2)=[O:7])=[C:4]([O:33][CH3:34])[CH:3]=1.[CH:35](=O)[CH3:36].C([BH3-])#N.[Na+]>>[NH2:1][C:2]1[C:31]([Cl:32])=[CH:30][C:5]([C:6]([NH:8][CH2:9][CH:10]2[CH2:11][CH2:12][N:13]([CH2:16][CH2:17][CH2:18][CH2:19][CH2:20][CH2:21][N:22]([CH2:35][CH3:36])[CH2:23][C:24]3[CH:29]=[CH:28][CH:27]=[CH:26][CH:25]=3)[CH2:14][CH2:15]2)=[O:7])=[C:4]([O:33][CH3:34])[CH:3]=1 |f:2.3|. The product is NC1=CC(=C(C(=O)NCC2CCN(CC2)CCCCCCN(CC2=CC=CC=C2)CC)C=C1Cl)OC (4-amino-5-chloro-N-((1-(6-(N-ethyl-N-benzylamino)hexyl)piperidin-4-yl)methyl)-2-methoxybenzamide). The reactants are NC1=CC(=C(C(=O)NCC2CCN(CC2)CCCCCCNCC2=CC=CC=C2)C=C1Cl)OC (4-Amino-N-((1-(6-benzylaminohexyl)piperidin-4-yl)methyl)-5-chloro-2-methoxybenzamide), C(C)=O (acetaldehyde), C(#N)[BH3-].[Na+] (sodium cyanoborohydride). Starting materials: OC(C(=O)OC)(C)C (methyl 2-hydroxyisobutyrate), [H-].[Na+] (NaH), IC (iodomethane). Run in CCOC(=O)C (EtOAc), CN(C)C=O (DMF). Reaction conditions: temperature 0 celsius, time 0.5 hour. The product is COC(C(=O)OC)(C)C (methyl 2-methoxy-2-methylpropanoate). Yield: 93.0%. As a reaction SMILES: [OH:1][C:2]([CH3:8])([CH3:7])[C:3]([O:5][CH3:6])=[O:4].[H-].[Na+].I[CH3:12]>CN(C=O)C.CCOC(C)=O>[CH3:12][O:1][C:2]([CH3:8])([CH3:7])[C:3]([O:5][CH3:6])=[O:4] |f:1.2|. Reported procedure: A 0° C. solution of methyl 2-hydroxyisobutyrate (2 g, 16.93 mmol) in DMF (20 mL) was treated with NaH (60% in mineral oil, 0.813 g, 20.33 mmol), stirred for 0.5 h at 0° C., treated with iodomethane (1.269 mL, 20.29 mmol), allowed to warm to RT and stirred overnight. The mixture was diluted with EtOAc, quenched with cold satd. NH4Cl, extracted with EtOAc (3×) and the combined organics were washed with satd. NaHCO3, 10% LiCl, then brine, dried over Na2SO4 and concentrated to dryness to afford meth... Reactants: C(C1=CC=CC=C1)OC([C@@H](NC([C@@H](NC(CN1CCN(CC1)C1=CC=NC=C1)=O)CC(OCC1=CC=CC=C1)=O)=O)CC1=CC=CC=C1)=O (O-benzyl-N-[O-benzyl-N-[2-[4-(4-pyridyl)piperazin-1-yl]acetyl]-L-aspartyl]-L-phenylalanine), [H][H] (hydrogen). The reagents and catalysts are [Pd] (Pd). The solvent is CO (methanol). Run at time 8 hour. Product: N1=CC=C(C=C1)N1CCN(CC1)CC(=O)N[C@@H](CC(O)=O)C(=O)N[C@@H](CC1=CC=CC=C1)C(=O)O (N-[2-[4-(4-pyridyl)piperazin-1-yl]acetyl]-L-aspartyl-L-phenylalanine). Yield: 40.9%. RXN SMILES: C([O:8][C:9](=[O:49])[C@H:10]([CH2:42][C:43]1[CH:48]=[CH:47][CH:46]=[CH:45][CH:44]=1)[NH:11][C:12](=[O:41])[C@H:13]([CH2:30][C:31](=[O:40])[O:32]CC1C=CC=CC=1)[NH:14][C:15](=[O:29])[CH2:16][N:17]1[CH2:22][CH2:21][N:20]([C:23]2[CH:28]=[CH:27][N:26]=[CH:25][CH:24]=2)[CH2:19][CH2:18]1)C1C=CC=CC=1.[H][H]>CO.[Pd]>[N:26]1[CH:27]=[CH:28][C:23]([N:20]2[CH2:19][CH2:18][N:17]([CH2:16][C:15]([NH:14][C@H:13]([C:12]([NH:11][C@H:10]([C:9]([OH:49])=[O:8])[CH2:42][C:43]3[CH:44]=[CH:45][CH:46]=[CH:47][CH:48]=3)=[O:41])[CH2:30][C:31](=[O:32])[OH:40])=[O:29])[CH2:22][CH2:21]2)=[CH:24][CH:25]=1. Procedure: To a solution of O-benzyl-N-[O-benzyl-N-[2-[4-(4-pyridyl)piperazin-1-yl]acetyl]-L-aspartyl]-L-phenylalanine (0.92 g) in methanol (125 ml) under argon was added 10% Pd on C (0.45 g). The mixture was covered with a blanket of hydrogen and stirred at room temperature until deprotection was complete. The catalyst was filtered off through a pad of kieselguhr and the filtrate was evaporated to dryness. The resultant white solid was dissolved in water and lyophilised overnight to yield the title compou... The reactants are Cc1ncnc(C)c1C(=O)NCCC(C)N1CCC(N(Cc2cccc(C#N)c2)c2ccc(C(=O)O)cc2)CC1, C1CNCCN1. Product: Cc1ncnc(C)c1C(=O)NCCC(C)N1CCC(N(Cc2cccc(C#N)c2)c2ccc(C(=O)N3CCNCC3)cc2)CC1. As a reaction SMILES: [C:1](#[N:2])[c:3]1[cH:4][c:5]([CH2:6][N:7]([c:8]2[cH:9][cH:10][c:11]([C:12](=[O:13])[OH:14])[cH:15][cH:16]2)[CH:17]2[CH2:18][CH2:19][N:20]([CH:23]([CH2:24][CH2:25][NH:26][C:27](=[O:28])[c:29]3[c:30]([CH3:36])[n:31][cH:32][n:33][c:34]3[CH3:35])[CH3:37])[CH2:21][CH2:22]2)[cH:38][cH:39][cH:40]1.[CH2:41]1[CH2:42][NH:43][CH2:44][CH2:45][NH:46]1>>[C:1](#[N:2])[c:3]1[cH:4][c:5]([CH2:6][N:7]([c:8]2[cH:9][cH:10][c:11]([C:12](=[O:13])[N:43]3[CH2:42][CH2:41][NH:46][CH2:45][CH2:44]3)[cH:15][cH:16]2)[CH:17]2[CH2:18][CH2:19][N:20]([CH:23]([CH2:24][CH2:25][NH:26][C:27](=[O:28])[c:29]3[c:30]([CH3:36])[n:31][cH:32][n:33][c:34]3[CH3:35])[CH3:37])[CH2:21][CH2:22]2)[cH:38][cH:39][cH:40]1.